Dataset: the Open Reaction Database (ORD), a public repository of structured organic reaction records. Task: describe an organic reaction: reactants, conditions, products, and yield Product: Cl, c1ccc(C2N=C(SCc3c4ccccc4cc4ccccc34)NC2c2ccccc2)cc1. The reactants are CCO, ClCc1c2ccccc2cc2ccccc12, S=C1NC(c2ccccc2)C(c2ccccc2)N1. As a reaction SMILES: [CH3:35][CH2:36][OH:37].[Cl:19][CH2:20][c:21]1[c:22]2[cH:23][cH:24][cH:25][cH:26][c:27]2[cH:28][c:29]2[cH:30][cH:31][cH:32][cH:33][c:34]12.[c:1]1([CH:7]2[NH:8][C:9](=[S:18])[NH:10][CH:11]2[c:12]2[cH:13][cH:14][cH:15][cH:16][cH:17]2)[cH:2][cH:3][cH:4][cH:5][cH:6]1>>[ClH:19].[c:1]1([CH:7]2[NH:8][C:9]([S:18][CH2:20][c:21]3[c:22]4[cH:23][cH:24][cH:25][cH:26][c:27]4[cH:28][c:29]4[cH:30][cH:31][cH:32][cH:33][c:34]34)=[N:10][CH:11]2[c:12]2[cH:13][cH:14][cH:15][cH:16][cH:17]2)[cH:2][cH:3][cH:4][cH:5][cH:6]1. Starting materials: NCC1=NN=C(C2=C(C1)C=C1C(=C2)OCO1)C1=CC=C(C=C1)[N+](=O)[O-] (8-Aminomethyl-5-(4-nitrophenyl)-9H-1,3-dioxolo[4,5-h][2,3]-benzodiazepine), C(C)(=O)OC(C)=O (acetic anhydride). Solvent: ice water. Conditions: time 1 hour. Yields the product N(C(=O)C)CC1=NN=C(C2=C(C1)C=C1C(=C2)OCO1)C1=CC=C(C=C1)[N+](=O)[O-] (8-Acetaminomethyl-5-(4-nitrophenyl)-9H-1,3-dioxolo[4,5-h][2,3]-benzodiazepine). Yield: 70.0%. As a reaction SMILES: [NH2:1][CH2:2][C:3]1[CH2:9][C:8]2[CH:10]=[C:11]3[O:16][CH2:15][O:14][C:12]3=[CH:13][C:7]=2[C:6]([C:17]2[CH:22]=[CH:21][C:20]([N+:23]([O-:25])=[O:24])=[CH:19][CH:18]=2)=[N:5][N:4]=1.[C:26](OC(=O)C)(=[O:28])[CH3:27]>>[NH:1]([CH2:2][C:3]1[CH2:9][C:8]2[CH:10]=[C:11]3[O:16][CH2:15][O:14][C:12]3=[CH:13][C:7]=2[C:6]([C:17]2[CH:22]=[CH:21][C:20]([N+:23]([O-:25])=[O:24])=[CH:19][CH:18]=2)=[N:5][N:4]=1)[C:26]([CH3:27])=[O:28]. Procedure: 0.72 g (2.13 mmol) of the aminomethyl compound from step B is dissolved in 6 ml of acetic anhydride at 25° C. and allowed to stand for 1 hour. The solution is diluted with ice water (30 ml) and stirred for 2 hours. The precipitated substance is filtered and, after drying by column chromatography, purified (silica gel, eluant ethyl acetate:benzene=4:1). After the fractions are concentrated by evaporation, 0.65 g of crystalline substance is obtained, which after washing with ethanol yields 0.56 g ... Reactants: O=C([O-])[O-], CC#N, Cc1ccc(S(=O)(=O)c2nc(CCc3ccc(Cl)cc3)ns2)cc1, Cc1cc(N)c(Cl)cc1O, [K+], [K+]. Yields the product Cc1cc(N)c(Cl)cc1Oc1nc(CCc2ccc(Cl)cc2)ns1. As a reaction SMILES: [C:11](=[O:12])([O-:13])[O-:14].[CH3:41][C:42]#[N:43].[Cl:17][c:18]1[cH:19][cH:20][c:21]([CH2:24][CH2:25][c:26]2[n:27][s:28][c:29]([S:31]([c:32]3[cH:33][cH:34][c:35]([CH3:36])[cH:37][cH:38]3)(=[O:39])=[O:40])[n:30]2)[cH:22][cH:23]1.[Cl:1][c:2]1[c:3]([NH2:4])[cH:5][c:6]([CH3:10])[c:7]([OH:9])[cH:8]1.[K+:15].[K+:16]>>[Cl:1][c:2]1[c:3]([NH2:4])[cH:5][c:6]([CH3:10])[c:7]([O:9][c:29]2[s:28][n:27][c:26]([CH2:25][CH2:24][c:21]3[cH:20][cH:19][c:18]([Cl:17])[cH:23][cH:22]3)[n:30]2)[cH:8]1. Starting materials: CC(C)(C)[Si](Oc1ccc2c(C(=O)O)cccc2c1)(c1ccccc1)c1ccccc1, Cc1cn(-c2cc(N)cc(C(F)(F)F)c2)cn1, Cc1ccccc1, [Cl-], [NH4+]. Product: Cc1cn(-c2cc(NC(=O)c3cccc4cc(O[Si](c5ccccc5)(c5ccccc5)C(C)(C)C)ccc34)cc(C(F)(F)F)c2)cn1. RXN SMILES: [CH3:18][C:19]([CH3:20])([CH3:21])[Si:22]([O:23][c:24]1[cH:25][c:26]2[cH:27][cH:28][cH:29][c:30]([C:34](=[O:35])[OH:36])[c:31]2[cH:32][cH:33]1)([c:37]1[cH:38][cH:39][cH:40][cH:41][cH:42]1)[c:43]1[cH:44][cH:45][cH:46][cH:47][cH:48]1.[CH3:1][c:2]1[n:3][cH:4][n:5](-[c:7]2[cH:8][c:9]([NH2:17])[cH:10][c:11]([C:13]([F:14])([F:15])[F:16])[cH:12]2)[cH:6]1.[CH3:51][c:52]1[cH:53][cH:54][cH:55][cH:56][cH:57]1.[Cl-:49].[NH4+:50]>>[CH3:1][c:2]1[n:3][cH:4][n:5](-[c:7]2[cH:8][c:9]([NH:17][C:34]([c:30]3[cH:29][cH:28][cH:27][c:26]4[cH:25][c:24]([O:23][Si:22]([C:19]([CH3:18])([CH3:20])[CH3:21])([c:37]5[cH:38][cH:39][cH:40][cH:41][cH:42]5)[c:43]5[cH:44][cH:45][cH:46][cH:47][cH:48]5)[cH:33][cH:32][c:31]43)=[O:35])[cH:10][c:11]([C:13]([F:14])([F:15])[F:16])[cH:12]2)[cH:6]1. Reactants: C(C1=CC=CC=C1)N1CCC2(CC1)OC1=C(C2)C=CC(=C1)Cl (2,3-dihydro-1'-benzyl-6-chlorospiro[benzofuran-2,4'-piperidine]), Cl.C(C1=CC=CC=C1)N1CCC2(CC1)OC1=C(C2)C=CC(=C1)Cl (2,3-dihydro-1' -benzyl-6-chlorospiro[benzofuran-2,4'-piperidine]hydrochloride), C(C)OC(=O)Cl (ethylchloroformate). The solvent is C1=CC=CC=C1 (benzene). Yields the product ClC1=CC2=C(CC3(CCN(CC3)C(=O)OCC)O2)C=C1 (2,3-dihydro-6-chloro-1'-ethoxycarbonylspiro[benzofuran-2,4'-piperidine]). As a reaction SMILES: C([N:8]1[CH2:13][CH2:12][C:11]2([CH2:17][C:16]3[CH:18]=[CH:19][C:20]([Cl:22])=[CH:21][C:15]=3[O:14]2)[CH2:10][CH2:9]1)C1C=CC=CC=1.Cl.C(N1CCC2(CC3C=CC(Cl)=CC=3O2)CC1)C1C=CC=CC=1.[CH2:46]([O:48][C:49](Cl)=[O:50])[CH3:47]>C1C=CC=CC=1>[Cl:22][C:20]1[CH:19]=[CH:18][C:16]2[CH2:17][C:11]3([O:14][C:15]=2[CH:21]=1)[CH2:10][CH2:9][N:8]([C:49]([O:48][CH2:46][CH3:47])=[O:50])[CH2:13][CH2:12]3 |f:1.2|. Reported procedure: A stirred solution of 6.1 g of 2,3-dihydro-1'-benzyl-6-chlorospiro[benzofuran-2,4'-piperidine], free base of Example 5, and 2.5 g of ethylchloroformate in 150 ml of benzene is refluxed for 18 hours. Thereafter, the solution is successively permitted to cool to ambient temperature, washed with water, washed with a saturated sodium bicarbonate solution, washed with a saturated sodium chloride solution, dried and concentrated to dryness, leaving 2,3-dihydro-6-chloro-1'-ethoxycarbonylspiro[benzofura... Reactants: Cl (hydrochloric acid), CSC (dimethylsulfide), [Cl-].[Al+3].[Cl-].[Cl-] (aluminum chloride), COC(=O)CC1CCCN(C2=C1C=CC=C2)C(C2=CC=C(C=C2)NC(COC2=CC=CC=C2)=O)=O (5-methoxycarbonylmethyl-1-[4-(2-phenoxyacetylamino)benzoyl]-2,3,4,5-tetrahydro-1H-benzazepine). Run in ClCCl (dichloromethane). Conditions: time 2 hour. Product: C(=O)(O)CC1CCCN(C2=C1C=CC=C2)C(C2=CC=C(C=C2)NC(COC2=CC=CC=C2)=O)=O (5-carboxymethyl-1-[4-(2-phenoxyacetylamino)benzoyl]-2,3,4,5-tetrahydro-1H-benzazepine). Yield: 84.1%. As a reaction SMILES: CSC.[Cl-].[Al+3].[Cl-].[Cl-].C[O:9][C:10]([CH2:12][CH:13]1[C:19]2[CH:20]=[CH:21][CH:22]=[CH:23][C:18]=2[N:17]([C:24](=[O:42])[C:25]2[CH:30]=[CH:29][C:28]([NH:31][C:32](=[O:41])[CH2:33][O:34][C:35]3[CH:40]=[CH:39][CH:38]=[CH:37][CH:36]=3)=[CH:27][CH:26]=2)[CH2:16][CH2:15][CH2:14]1)=[O:11].Cl>ClCCl>[C:10]([CH2:12][CH:13]1[C:19]2[CH:20]=[CH:21][CH:22]=[CH:23][C:18]=2[N:17]([C:24](=[O:42])[C:25]2[CH:26]=[CH:27][C:28]([NH:31][C:32](=[O:41])[CH2:33][O:34][C:35]3[CH:40]=[CH:39][CH:38]=[CH:37][CH:36]=3)=[CH:29][CH:30]=2)[CH2:16][CH2:15][CH2:14]1)([OH:11])=[O:9] |f:1.2.3.4|. Procedure: To dimethylsulfide (170 ml) is added dropwise with stirring aluminum chloride (23.6 g) under ice-cooling, and further thereto is added dropwise a solution of 5-methoxycarbonylmethyl-1-[4-(2-phenoxyacetylamino)benzoyl]-2,3,4,5-tetrahydro-1H-benzazepine (16.76 g) in dichloromethane (150 ml), and the mixture is stirred at room temperature for two hours. The reaction mixture is poured into a mixture of conc. hydrochloric acid and crashed ice, and the mixture is extracted with dichloromethane. The or... Starting materials: O=C(Cl)Cc1ccccc1Br, ClCCl, NCC1OC(n2cc(Br)c(N)nc2=O)CC1O, [Na+], [OH-], O. Product: Nc1nc(=O)n(C2CC(O)C(CNC(=O)Cc3ccccc3Br)O2)cc1Br. As a reaction SMILES: [Br:20][c:21]1[c:22]([CH2:27][C:28](=[O:29])[Cl:30])[cH:23][cH:24][cH:25][cH:26]1.[Cl:32][CH2:33][Cl:34].[NH2:3][CH2:4][CH:5]1[CH:6]([OH:19])[CH2:7][CH:8]([n:10]2[c:11](=[O:12])[n:13][c:14]([NH2:15])[c:16]([Br:18])[cH:17]2)[O:9]1.[Na+:2].[OH-:1].[OH2:31]>>[NH:3]([CH2:4][CH:5]1[CH:6]([OH:19])[CH2:7][CH:8]([n:10]2[c:11](=[O:12])[n:13][c:14]([NH2:15])[c:16]([Br:18])[cH:17]2)[O:9]1)[C:28]([CH2:27][c:22]1[c:21]([Br:20])[cH:26][cH:25][cH:24][cH:23]1)=[O:29]. Reactants: FC1=CC(=C(C(=C1F)NC1=C(C=C(C=C1)I)F)N)OC (5,6-difluoro-N1-(2-fluoro-4-iodophenyl)-3-methoxybenzene-1,2-diamine), C(C=C)C1(CC1)S(=O)(=O)Cl (1-allyl-cyclopropanesulfonyl chloride). Run in N1=CC=CC=C1 (pyridine). Run at temperature 40 celsius, time 48 hour. The product is C(C=C)C1(CC1)S(=O)(=O)NC1=C(C(=C(C=C1OC)F)F)NC1=C(C=C(C=C1)I)F (1-Allyl-N-(3,4-difluoro-2-(2-fluoro-4-iodophenylamino)-6-methoxyphenyl)cyclopropane-1-sulfonamide). RXN SMILES: [F:1][C:2]1[C:7]([F:8])=[C:6]([NH:9][C:10]2[CH:15]=[CH:14][C:13]([I:16])=[CH:12][C:11]=2[F:17])[C:5]([NH2:18])=[C:4]([O:19][CH3:20])[CH:3]=1.[CH2:21]([C:24]1([S:27](Cl)(=[O:29])=[O:28])[CH2:26][CH2:25]1)[CH:22]=[CH2:23]>N1C=CC=CC=1>[CH2:21]([C:24]1([S:27]([NH:18][C:5]2[C:4]([O:19][CH3:20])=[CH:3][C:2]([F:1])=[C:7]([F:8])[C:6]=2[NH:9][C:10]2[CH:15]=[CH:14][C:13]([I:16])=[CH:12][C:11]=2[F:17])(=[O:29])=[O:28])[CH2:26][CH2:25]1)[CH:22]=[CH2:23]. Reported procedure: To a stirred solution of 5,6-difluoro-N1-(2-fluoro-4-iodophenyl)-3-methoxybenzene-1,2-diamine (1 eq) in anhydrous pyridine (5 ml/mmole) was added 1-allyl-cyclopropanesulfonyl chloride (1-5 eq). The reaction mixture was stirred at 40° C. for 48 hours. The reaction mixture was partitioned with water and ethyl acetate. The organic layer was washed with brine, dried (MgSO4) and concentrated under reduced pressure. The residue was purified by flash column chromatography on silica to obtain the title ...